From a dataset of the Open Reaction Database (ORD), a public repository of structured organic reaction records. describe an organic reaction: reactants, conditions, products, and yield Reaction SMILES: [Br:1][c:2]1[cH:3][cH:4][c:5]([N:8]2[CH2:9][CH2:10][N:11]([S:14](=[O:15])(=[O:16])[CH2:17][CH:18]([CH2:19][CH2:20][CH2:21][c:22]3[n:23][cH:24][cH:25][cH:26][n:27]3)[NH:28][OH:29])[CH2:12][CH2:13]2)[cH:6][cH:7]1.[CH2:37]1[O:38][CH2:39][CH2:40][CH2:41]1.[CH3:30][C:31](=[O:32])[O:33][C:34](=[O:35])[CH3:36].[CH:42]([OH:43])=[O:44]>>[Br:1][c:2]1[cH:3][cH:4][c:5]([N:8]2[CH2:9][CH2:10][N:11]([S:14](=[O:15])(=[O:16])[CH2:17][CH:18]([CH2:19][CH2:20][CH2:21][c:22]3[n:23][cH:24][cH:25][cH:26][n:27]3)[N:28]([OH:29])[CH:31]=[O:32])[CH2:12][CH2:13]2)[cH:6][cH:7]1. Starting materials: O=S(=O)(CC(CCCc1ncccn1)NO)N1CCN(c2ccc(Br)cc2)CC1, C1CCOC1, CC(=O)OC(C)=O, O=CO. Product: O=CN(O)C(CCCc1ncccn1)CS(=O)(=O)N1CCN(c2ccc(Br)cc2)CC1.